describe an organic reaction: reactants, conditions, products, and yield From a dataset of the Open Reaction Database (ORD), a public repository of structured organic reaction records. The reactants are CC1=CC=C(C=N1)CC=1C(NC(=NC1)SC)=O (5-(6-methyl-3-pyridylmethyl)-2-methylthio-4-pyrimidone), NCCCCCO (5-aminopentanol). Product: OCCCCCNC1=NC=C(C(N1)=O)CC=1C=NC(=CC1)C (2-(5-hydroxypentylamino)-5-(6-methyl-3-pyridylmethyl)-4-pyrimidone). As a reaction SMILES: [CH3:1][C:2]1[N:7]=[CH:6][C:5]([CH2:8][C:9]2[C:10](=[O:17])[NH:11][C:12](SC)=[N:13][CH:14]=2)=[CH:4][CH:3]=1.[NH2:18][CH2:19][CH2:20][CH2:21][CH2:22][CH2:23][OH:24]>>[OH:24][CH2:23][CH2:22][CH2:21][CH2:20][CH2:19][NH:18][C:12]1[NH:11][C:10](=[O:17])[C:9]([CH2:8][C:5]2[CH:6]=[N:7][C:2]([CH3:1])=[CH:3][CH:4]=2)=[CH:14][N:13]=1. Reported procedure: Reaction of 5-(6-methyl-3-pyridylmethyl)-2-methylthio-4-pyrimidone with 5-aminopentanol at 170°-180° gave 2-(5-hydroxypentylamino)-5-(6-methyl-3-pyridylmethyl)-4-pyrimidone which was isolated as the dihydrochloride salt m.p. 215°-217°. Product: ClC1=C(C(=O)NC2=NC(=NC=3N2OC(N3)=O)N(CC=C)CC=C)C(=CC=C1)Cl (2,6-dichloro-N-{5-diallylamino-2-oxo-2H-[1,2,4]oxadiazolo[2,3-a]-s-triazin-7-yl}benzamide). Reactants: NC1=NC(=NC=2N1OC(N2)=O)N(CC=C)CC=C (7-amino-5-diallylamino-2H-[1,2,4]oxadiazolo[2,3-a]-s-triazin-2-one), Cl (hydrochloric acid), C(Cl)(Cl)Cl (chloroform), ClC1=C(C(=O)Cl)C(=CC=C1)Cl (2,6-dichlorobenzoyl chloride). Reaction SMILES: [NH2:1][C:2]1[N:7]2[O:8][C:9](=[O:11])[N:10]=[C:6]2[N:5]=[C:4]([N:12]([CH2:16][CH:17]=[CH2:18])[CH2:13][CH:14]=[CH2:15])[N:3]=1.C(Cl)(Cl)Cl.[Cl:23][C:24]1[CH:32]=[CH:31][CH:30]=[C:29]([Cl:33])[C:25]=1[C:26](Cl)=[O:27].Cl>O.C(N(CC)CC)C>[Cl:23][C:24]1[CH:32]=[CH:31][CH:30]=[C:29]([Cl:33])[C:25]=1[C:26]([NH:1][C:2]1[N:7]2[O:8][C:9](=[O:11])[N:10]=[C:6]2[N:5]=[C:4]([N:12]([CH2:16][CH:17]=[CH2:18])[CH2:13][CH:14]=[CH2:15])[N:3]=1)=[O:27]. The solvent is O (water), C(C)N(CC)CC (triethylamine). Procedure: 5.0 g. of 7-amino-5-diallylamino-2H-[1,2,4]oxadiazolo[2,3-a]-s-triazin-2-one are mixed with 150 ml. of chloroform, 10 ml. of triethylamine and 4.5 ml. of 2,6-dichlorobenzoyl chloride and heated to reflux for 7 hours. The mixture is then cooled, diluted with water, adjusted to pH 4 with hydrochloric acid and extracted with chloroform. The combined organic extracts are dried over sodium sulfate and evaporated to dryness under reduced pressure. The residue is chromatographed over silica gel using a...